This data is from the Open Reaction Database (ORD), a public repository of structured organic reaction records. The task is: describe an organic reaction: reactants, conditions, products, and yield Starting materials: CC(CC)=O (2-Butanone), BrC=1C=CC(=NC1)NN (5-bromo-2-hydrazinopyridine). Solvent: C(C)O (ethanol). Yields the product BrC=1C=C2C(=NC1)NC(=C2C)C (5-Bromo-2,3-dimethyl-1H-pyrrolo[2,3-b]pyridine). As a reaction SMILES: [CH3:1][C:2](=O)[CH2:3][CH3:4].[Br:6][C:7]1[CH:8]=[CH:9][C:10]([NH:13]N)=[N:11][CH:12]=1>C(O)C>[Br:6][C:7]1[CH:8]=[C:9]2[C:3]([CH3:4])=[C:2]([CH3:1])[NH:13][C:10]2=[N:11][CH:12]=1. Procedure details: 2-Butanone (715 μl) was added to a solution of 5-bromo-2-hydrazinopyridine (1000 mg) in ethanol (10 ml), and the mixture was heated under reflux for 2 hours. The reaction solution was concentrated under reduced pressure. Diethylene glycol (10 ml) was added and the mixture was heated under reflux for 23 hours. The reaction solution was concentrated under reduced pressure and separated by adding dichloromethane and distilled water. The resulting organic layer was washed with brine and dried over a... The reactants are C12CN(CC(CC1)CC2)C(=O)CN2C(C(N=C(C1=C2C=CC=C1)C(C)C)NC(=O)OCC1=CC=CC=C1)=O ((3RS)-1-[(3-azabicyclo[3.2.2]non-3-yl)carbonylmethyl]-3-benzyloxycarbonylamino-2,3-dihydro-5-isopropyl-1H-1,4-benzodiazepin-2-one), C(=O)[O-] (formate). Reagents/catalysts: [Pd] (Pd—C). Run in CO (methanol). Conditions: time 4 hour. The product is NC1C(N(C2=C(C(=N1)C(C)C)C=CC=C2)CC(=O)N2CC1CCC(C2)CC1)=O ((3RS)-3-amino-1-[(3-azabicyclo[3.2.2]non-3-yl)carbonylmethyl]-2,3-dihydro-5-isopropyl-1H-1,4-benzodiazepin-2-one). Yield: 73.4%. Reaction SMILES: [CH:1]12[CH2:9][CH2:8][CH:5]([CH2:6][CH2:7]1)[CH2:4][N:3]([C:10]([CH2:12][N:13]1[C:19]3[CH:20]=[CH:21][CH:22]=[CH:23][C:18]=3[C:17]([CH:24]([CH3:26])[CH3:25])=[N:16][CH:15]([NH:27]C(OCC3C=CC=CC=3)=O)[C:14]1=[O:38])=[O:11])[CH2:2]2.C([O-])=O>CO.[Pd]>[NH2:27][CH:15]1[N:16]=[C:17]([CH:24]([CH3:25])[CH3:26])[C:18]2[CH:23]=[CH:22][CH:21]=[CH:20][C:19]=2[N:13]([CH2:12][C:10]([N:3]2[CH2:2][CH:1]3[CH2:7][CH2:6][CH:5]([CH2:8][CH2:9]3)[CH2:4]2)=[O:11])[C:14]1=[O:38]. Procedure details: Pd—C (5 wt %, 0.10 g) was added to a suspension of (3RS)-1-[(3-azabicyclo[3.2.2]non-3-yl)carbonylmethyl]-3-benzyloxycarbonylamino-2,3-dihydro-5-isopropyl-1H-1,4-benzodiazepin-2-one (0.718 g) in methanol (20 ml) and then anmonium formate (0.351 g) at room temperature. The mixture was stirred at the same condition for 4 hours and filtered on Celite® to remove the catalyst. The filtrate was concentrated in vacuo and the residue was taken up with ethyl acetate (100 ml) and a saturated aqueous sodium... Starting materials: CCO, C=Cc1c([N+](=O)[O-])cccc1[N+](=O)[O-], O. Yields the product C=Cc1c(N)cccc1[N+](=O)[O-]. As a reaction SMILES: [CH3:15][CH2:16][OH:17].[N+:1](=[O:2])([O-:3])[c:4]1[c:5]([CH:13]=[CH2:14])[c:6]([N+:10]([O-:11])=[O:12])[cH:7][cH:8][cH:9]1.[OH2:18]>>[N+:1](=[O:2])([O-:3])[c:4]1[c:5]([CH:13]=[CH2:14])[c:6]([NH2:10])[cH:7][cH:8][cH:9]1. Reactants: C12(CC3CC(CC(C1)C3)C2)C2=CC=C(OCC(=O)O)C=C2 ((4-adamantan-1-yl-phenoxy)-acetic acid), COC(C1=CC(C(=O)OC)=CC(=C1)N)=O (5-aminoisophthalic acid dimethyl ester), Cl.C(C)N=C=N (N′-ethyl carbodiimide HCl), ON1N=NC2=C1C=CC=C2 (1-hydroxybenzotriazole). Procedure details: To a mixture of (4-adamantan-1-yl-phenoxy)-acetic acid (143.2 mg, 0.50 mmol), 5-aminoisophthalic acid dimethyl ester (156.9 mg, 0.75 mmol), N-3-dimethylaminopropyl)-N′-ethyl carbodiimide HCl (EDC) (143.8 mg, 0.75 mmol) and 1-hydroxybenzotriazole (HOBt) (101.4 mg, 0.75 mmol) in DMF (5 mL) was added N,N-disopropylethylamine, redistilled (DIPEA) (0.13 mL, 0.75 mmol). The mixture was stirred overnight, and then partitioned between ethyl acetate and 10% HCl. The organic phase washed with brine, dried... Run in CN(C)C=O (DMF). Run at time 8 hour. Isolated yield 81.9%. Yields the product COC(C1=CC(C(=O)OC)=CC(=C1)NC(COC1=CC=C(C=C1)C12CC3CC(CC(C1)C3)C2)=O)=O (5-[2-(4-Adamantan-1-yl-phenoxy)-acetylamino]-isophthalic acid dimethyl ester). RXN SMILES: [C:1]12([C:11]3[CH:21]=[CH:20][C:14]([O:15][CH2:16][C:17](O)=[O:18])=[CH:13][CH:12]=3)[CH2:10][CH:5]3[CH2:6][CH:7]([CH2:9][CH:3]([CH2:4]3)[CH2:2]1)[CH2:8]2.[CH3:22][O:23][C:24](=[O:36])[C:25]1[CH:34]=[C:33]([NH2:35])[CH:32]=[C:27]([C:28]([O:30][CH3:31])=[O:29])[CH:26]=1.Cl.C(N=C=N)C.ON1C2C=CC=CC=2N=N1>CN(C=O)C>[CH3:31][O:30][C:28](=[O:29])[C:27]1[CH:32]=[C:33]([NH:35][C:17](=[O:18])[CH2:16][O:15][C:14]2[CH:13]=[CH:12][C:11]([C:1]34[CH2:10][CH:5]5[CH2:4][CH:3]([CH2:9][CH:7]([CH2:6]5)[CH2:8]3)[CH2:2]4)=[CH:21][CH:20]=2)[CH:34]=[C:25]([C:24]([O:23][CH3:22])=[O:36])[CH:26]=1 |f:2.3|. Reactants: CO (methanol), SC(C)S(=O)(=O)O (mercaptoethansulphonic acid), N[C@@H](CCCN)C(=O)O (L-ornithine), aqueous solution, Cl (hydrochloride). The solvent is O (water). Yields the product SC(C)S(=O)(=O)O.N[C@@H](CCCN)C(=O)O (L-ornithine mercaptoethansulphonate). RXN SMILES: [SH:1][CH:2]([S:4]([OH:7])(=[O:6])=[O:5])[CH3:3].[NH2:8][C@H:9]([C:14]([OH:16])=[O:15])[CH2:10][CH2:11][CH2:12][NH2:13].Cl.CO>O>[SH:1][CH:2]([S:4]([OH:7])(=[O:6])=[O:5])[CH3:3].[NH2:8][C@H:9]([C:14]([OH:16])=[O:15])[CH2:10][CH2:11][CH2:12][NH2:13] |f:5.6|. Procedure: The mercaptoethansulphonic acid coming out from the column, in aqueous solution, under nitrogen stream and at pH=1, is simultaneously added with the stoichiometrical amount of L-ornithine (0.64 g) freed from the hydrochloride through Kastel A 300 resin, in aqueous solution and under nitrogen stream. The addition is carried out at pH values of between 6 and 7. Upon the salification is completed the pH of the solution must be of between 5 and 6. The solution is concentrated to about dryness giving...